The task is: describe an organic reaction: reactants, conditions, products, and yield. This data is from the Open Reaction Database (ORD), a public repository of structured organic reaction records. Starting materials: O(C1=CC=CC=C1)C1=CC=C(C=C1)NC(C)=O (N-(4-phenoxy-phenyl)-acetamide), COC=1C=CC(=CC1)P2(=S)SP(=S)(S2)C=3C=CC(=CC3)OC (Lawesson's reagent). Run in C1(=CC=CC=C1)C (toluene). Run at temperature 120 celsius. The product is O(C1=CC=CC=C1)C1=CC=C(C=C1)NC(C)=S (N-(4-Phenoxy-phenyl)-thioacetamide). Yield: 86.6%. Reaction SMILES: [O:1]([C:8]1[CH:13]=[CH:12][C:11]([NH:14][C:15](=O)[CH3:16])=[CH:10][CH:9]=1)[C:2]1[CH:7]=[CH:6][CH:5]=[CH:4][CH:3]=1.COC1C=CC(P2(SP(C3C=CC(OC)=CC=3)(=S)S2)=[S:27])=CC=1>C1(C)C=CC=CC=1>[O:1]([C:8]1[CH:13]=[CH:12][C:11]([NH:14][C:15](=[S:27])[CH3:16])=[CH:10][CH:9]=1)[C:2]1[CH:7]=[CH:6][CH:5]=[CH:4][CH:3]=1. Procedure details: To a solution of N-(4-phenoxy-phenyl)-acetamide (1.20 g, 5.28 mmol) in 10 ml of toluene was added Lawesson's reagent (1.50 g, 3.70 mmol). The reaction mixture was heated at 120° C. for 2 h. After the completion of the reaction (TLC monitoring), the reaction mixture was evaporated to dryness under reduced pressure. The residue was purified by column chromatography on silica (60-120 M) using ethyl acetate/hexane (5:95) as the eluent to provide the title compound (0.78 g, 60.7%).